This data is from the Open Reaction Database (ORD), a public repository of structured organic reaction records. The task is: describe an organic reaction: reactants, conditions, products, and yield The reactants are [BH3-]C#N, CC(=O)O, CO, CC(C)Oc1ccc(-c2noc(-c3ccc(N)cc3)n2)cc1Cl, [Na+], O=C1CC(C(=O)O)C1. Product: CC(C)Oc1ccc(-c2noc(-c3ccc(NC4CC(C(=O)O)C4)cc3)n2)cc1Cl. Reaction SMILES: [C:36]([BH3-:37])#[N:38].[CH3:32][C:33](=[O:34])[OH:35].[CH3:40][OH:41].[Cl:1][c:2]1[cH:3][c:4](-[c:12]2[n:13][o:14][c:15](-[c:17]3[cH:18][cH:19][c:20]([NH2:21])[cH:22][cH:23]3)[n:16]2)[cH:5][cH:6][c:7]1[O:8][CH:9]([CH3:10])[CH3:11].[Na+:39].[O:24]=[C:25]1[CH2:26][CH:27]([C:29](=[O:30])[OH:31])[CH2:28]1>>[Cl:1][c:2]1[cH:3][c:4](-[c:12]2[n:13][o:14][c:15](-[c:17]3[cH:18][cH:19][c:20]([NH:21][CH:25]4[CH2:26][CH:27]([C:29](=[O:30])[OH:31])[CH2:28]4)[cH:22][cH:23]3)[n:16]2)[cH:5][cH:6][c:7]1[O:8][CH:9]([CH3:10])[CH3:11]. Reactants: C(Cl)C1CO1 (epichlorohydrin), C(C=C)C1=C(C=CC=C1)O (o-allylphenol), C1(=CC=CC=C1)O (phenol). The solvent is N1=CC=CC=C1 (pyridine). Reaction conditions: temperature 90 celsius, time 1 hour. Yields the product C(C=C)C1=C(OCC(CCl)O)C=CC=C1 (1-(o-allylphenoxy)-3-chloro-2-propanol). Isolated yield 100.0%. As a reaction SMILES: [CH2:1]([CH:3]1[O:5][CH2:4]1)[Cl:2].[CH2:6]([C:9]1[CH:14]=[CH:13][CH:12]=[CH:11][C:10]=1[OH:15])[CH:7]=[CH2:8].C1(O)C=CC=CC=1>N1C=CC=CC=1>[CH2:6]([C:9]1[CH:14]=[CH:13][CH:12]=[CH:11][C:10]=1[O:15][CH2:4][CH:3]([OH:5])[CH2:1][Cl:2])[CH:7]=[CH2:8]. Reported procedure: In a flask are placed 92.5 g (1 mol) of epichlorohydrin, 33.5 g (0.25 mol) of o-allylphenol and 0.3 ml of pyridine is added. The mixture is taken to 80° C. in about 1 hour then the temperature is raised to 90° C. and maintained for about 6 hours until the phenol has disappeared completely. The mixture is then cooled and the excess of epichlorohydrin evaporated. The remaining oil is taken up in 100 ml chloroform and 50 ml of HCl (d415 -1.19) are slowly added. The organic phase is then washed two ... The product is COc1ccc(-c2csc(NCCc3ccc(C#N)cc3)n2)cc1. As a reaction SMILES: [BH3:31].[C:1](#[N:2])[c:3]1[cH:4][cH:5][c:6]([CH2:9][C:10](=[O:11])[NH:12][c:13]2[s:14][cH:15][c:16](-[c:18]3[cH:19][cH:20][c:21]([O:24][CH3:25])[cH:22][cH:23]3)[n:17]2)[cH:7][cH:8]1.[O:26]1[CH2:27][CH2:28][CH2:29][CH2:30]1.[O:33]1[CH2:34][CH2:35][CH2:36][CH2:37]1.[OH2:32]>>[C:1](#[N:2])[c:3]1[cH:4][cH:5][c:6]([CH2:9][CH2:10][NH:12][c:13]2[s:14][cH:15][c:16](-[c:18]3[cH:19][cH:20][c:21]([O:24][CH3:25])[cH:22][cH:23]3)[n:17]2)[cH:7][cH:8]1. Starting materials: B, COc1ccc(-c2csc(NC(=O)Cc3ccc(C#N)cc3)n2)cc1, C1CCOC1, C1CCOC1, O. Starting materials: C1COCCN1, Cc1ccccc1, O=C1CCCCC1. Product: C1=C(N2CCOCC2)CCCC1. RXN SMILES: [CH2:8]1[CH2:9][O:10][CH2:11][CH2:12][NH:13]1.[CH3:14][c:15]1[cH:16][cH:17][cH:18][cH:19][cH:20]1.[O:1]=[C:2]1[CH2:3][CH2:4][CH2:5][CH2:6][CH2:7]1>>[C:2]1([N:13]2[CH2:8][CH2:9][O:10][CH2:11][CH2:12]2)=[CH:3][CH2:4][CH2:5][CH2:6][CH2:7]1. Reported procedure: To a solution of ethyl 3-{3-[(2-fluoro-4-iodophenyl)amino]pyridin-4-yl}-1,2,4-oxadiazole-5-carboxylate (1.80 g; 3.96 mmol; 1.00 eq.) in THF-H2O (1:1) was added lithium hydroxide (0.19 g; 7.93 mmol) Stirred for 2 h at room temperature. After work up, 1.42 g of (2-Fluoro-4-iodo-phenyl)-(4-[1,2,4]oxadiazol-3-yl-pyridin-3-yl)-amine was obtained in 92% yield. MS m/z: 383 M+1 Yield: 93.8%. The solvent is C1CCOC1.O (THF H2O). Product: FC1=C(C=CC(=C1)I)NC=1C=NC=CC1C1=NOC=N1 ((2-Fluoro-4-iodo-phenyl)-(4-[1,2,4]oxadiazol-3-yl-pyridin-3-yl)-amine). Run at time 2 hour. Reactants: FC1=C(C=CC(=C1)I)NC=1C=NC=CC1C1=NOC(=N1)C(=O)OCC (ethyl 3-{3-[(2-fluoro-4-iodophenyl)amino]pyridin-4-yl}-1,2,4-oxadiazole-5-carboxylate), [OH-].[Li+] (lithium hydroxide). As a reaction SMILES: [F:1][C:2]1[CH:7]=[C:6]([I:8])[CH:5]=[CH:4][C:3]=1[NH:9][C:10]1[CH:11]=[N:12][CH:13]=[CH:14][C:15]=1[C:16]1[N:20]=[C:19](C(OCC)=O)[O:18][N:17]=1.[OH-].[Li+]>C1COCC1.O>[F:1][C:2]1[CH:7]=[C:6]([I:8])[CH:5]=[CH:4][C:3]=1[NH:9][C:10]1[CH:11]=[N:12][CH:13]=[CH:14][C:15]=1[C:16]1[N:20]=[CH:19][O:18][N:17]=1 |f:1.2,3.4|. Reactants: N1=C(C=CC=C1)C (2-picoline), C(=O)(OC(C)(C)C)N[C@@H](CC1CCCCC1)C1OC1 (Boc-2-cyclohexyl-1(S)-oxiran-2(R,S)-ylethylamine), O (H2O). Solvent: C1CCOC1 (THF). Run at time 1 hour. Product: C(=O)(OC(C)(C)C)N[C@H](C(CCC1=NC=CC=C1)O)CC1CCCCC1 (Boc-1(S)-Cyclohexylmethyl-2(R,S)-hydroxy-4-(2-pyridyl)butylamine). Reaction SMILES: [N:1]1[CH:6]=[CH:5][CH:4]=[CH:3][C:2]=1[CH3:7].[C:8]([NH:15][C@H:16]([CH:24]1[CH2:26][O:25]1)[CH2:17][CH:18]1[CH2:23][CH2:22][CH2:21][CH2:20][CH2:19]1)([O:10][C:11]([CH3:14])([CH3:13])[CH3:12])=[O:9].O>C1COCC1>[C:8]([NH:15][C@@H:16]([CH2:17][CH:18]1[CH2:19][CH2:20][CH2:21][CH2:22][CH2:23]1)[CH:24]([OH:25])[CH2:26][CH2:7][C:2]1[CH:3]=[CH:4][CH:5]=[CH:6][N:1]=1)([O:10][C:11]([CH3:14])([CH3:12])[CH3:13])=[O:9]. Procedure: 220 μl of 2-picoline (2 eq) are deprotonated in analogy to Example (6c). Then 300 mg of Boc-2-cyclohexyl-1(S)-oxiran-2(R,S)-ylethylamine in THF are added dropwise at -60° C. After 1 h, H2O is added, and the mixture is extracted 3 times with EA. The organic phases are dried with Na2 so4 and then concentrated, and the title compound is isolated by chromatography on SiO2 with EA/H 2:1 as eluent. Starting materials: OCCN1C(C=2C(C1=O)=CC=CC2)=O (N-(2-hydroxyethyl)phthalimide), O (water). Run in C(Cl)Cl (methylene chloride). Product: O=CCN1C(C=2C(C1=O)=CC=CC2)=O (N-(2-Oxoethyl)phthalimide). Yield: 74.0%. As a reaction SMILES: [OH:1][CH2:2][CH2:3][N:4]1[C:8](=[O:9])[C:7]2=[CH:10][CH:11]=[CH:12][CH:13]=[C:6]2[C:5]1=[O:14].O>C(Cl)Cl>[O:1]=[CH:2][CH2:3][N:4]1[C:8](=[O:9])[C:7]2=[CH:10][CH:11]=[CH:12][CH:13]=[C:6]2[C:5]1=[O:14]. Reported procedure: The preparation from N-(2-hydroxyethyl)phthalimide was carried out as in example 2; cooling was carried out by means of tap water. Yield: 74%, m.p. 114° C. (from methylene chloride).